This data is from the Open Reaction Database (ORD), a public repository of structured organic reaction records. The task is: describe an organic reaction: reactants, conditions, products, and yield Product: ClC=1C(=C(C#N)C(=CN1)C1=CC=C(C=C1)OC1=CC=CC=C1)Cl (2,3-dichloro-5-(4-phenoxyphenyl)isonicotinonitrile), ClC=1C(=C(C#N)C(=CN1)Cl)C1=CC=C(C=C1)OC1=CC=CC=C1 (2,5-dichloro-3-(4-phenoxyphenyl)isonicotinonitrile). Starting materials: ClC=1C=[N+](C=C(C1C#N)C1=CC=C(C=C1)OC1=CC=CC=C1)[O-] (3-chloro-4-cyano-5-(4-phenoxyphenyl)pyridine 1-oxide), P(=O)(Cl)(Cl)Cl (phosphorus oxychloride). As a reaction SMILES: [Cl:1][C:2]1[CH:3]=[N+:4]([O-])[CH:5]=[C:6]([C:10]2[CH:15]=[CH:14][C:13]([O:16][C:17]3[CH:22]=[CH:21][CH:20]=[CH:19][CH:18]=3)=[CH:12][CH:11]=2)[C:7]=1[C:8]#[N:9].P(Cl)(Cl)([Cl:26])=O>>[Cl:26][C:3]1[C:2]([Cl:1])=[C:7]([C:6]([C:10]2[CH:15]=[CH:14][C:13]([O:16][C:17]3[CH:22]=[CH:21][CH:20]=[CH:19][CH:18]=3)=[CH:12][CH:11]=2)=[CH:5][N:4]=1)[C:8]#[N:9].[Cl:26][C:5]1[C:6]([C:10]2[CH:15]=[CH:14][C:13]([O:16][C:17]3[CH:22]=[CH:21][CH:20]=[CH:19][CH:18]=3)=[CH:12][CH:11]=2)=[C:7]([C:2]([Cl:1])=[CH:3][N:4]=1)[C:8]#[N:9]. Reported procedure: A suspension of 3-chloro-4-cyano-5-(4-phenoxyphenyl)pyridine 1-oxide (0.3068 g, 0.951 mmol) in phosphorus oxychloride (5 mL, 53.6 mmol) was heated to 100° C. for 1 h. The mixture was concentrated, diluted with ethyl acetate (100 mL), washed with saturated sodium bicarbonate (30 mL) and brine (30 mL), dried (MgSO4) and concentrated. Silica gel chromatography, loading with toluene and eluting with 5-15% ethyl acetate in hexanes, gave 2,3-dichloro-5-(4-phenoxyphenyl)isonicotinonitrile (156.6 mg), 2... Reaction conditions: temperature 100 celsius. The reactants are O=S(Cl)Cl (SOCl2), [OH-].[Na+] (NaOH), ClC=1C=CC2=C(CCC=3C(=NC=CC3)C2O)C1 (8-chloro-6,11-dihydro-11-hydroxy-5H-benzo[5,6]cyclohepta[1,2-b]pyridine), CCOC(=O)C (EtOAc). Solvent: C1(=CC=CC=C1)C (toluene), hexanes. The product is ClC=1C=CC2=C(CCC=3C(=NC=CC3)C2Cl)C1 (8,11-DICHLORO-6,11-DIHYDRO-5H-BENZO[5,6]CYCLOHEPTA[1,2-b]PYRIDINE). Isolated yield 71.6%. As a reaction SMILES: [Cl:1][C:2]1[CH:3]=[CH:4][C:5]2[CH:15](O)[C:10]3=[N:11][CH:12]=[CH:13][CH:14]=[C:9]3[CH2:8][CH2:7][C:6]=2[CH:17]=1.O=S(Cl)[Cl:20].CCOC(C)=O.[OH-].[Na+]>C1(C)C=CC=CC=1>[Cl:1][C:2]1[CH:3]=[CH:4][C:5]2[CH:15]([Cl:20])[C:10]3=[N:11][CH:12]=[CH:13][CH:14]=[C:9]3[CH2:8][CH2:7][C:6]=2[CH:17]=1 |f:3.4|. Procedure: To a mixture of 13.3 g (54 mmol) of 8-chloro-6,11-dihydro-11-hydroxy-5H-benzo[5,6]cyclohepta[1,2-b]pyridine in 290 mL of toluene at −15° C. and under an atmosphere of nitrogen was added via syringe pump over a period of 1 hour 6.20 mL (85.7 mmol) of SOCl2. The extent of reaction was monitored by TLC (50% EtOAc in hexanes). When completed the mixture was poured into 300 mL of 1.0 N aqueous NaOH and extracted with EtOAc (5×). The combined organic portions were washed with brine, dried over Na2SO4,... The reactants are C#Cc1ccc(CCC(=O)OC)cc1, Ic1cccnc1. Yields the product COC(=O)CCc1ccc(C#Cc2cccnc2)cc1. RXN SMILES: [C:1](#[CH:2])[c:3]1[cH:4][cH:5][c:6]([CH2:9][CH2:10][C:11](=[O:12])[O:13][CH3:14])[cH:7][cH:8]1.[I:15][c:16]1[cH:17][n:18][cH:19][cH:20][cH:21]1>>[C:1](#[C:2][c:16]1[cH:17][n:18][cH:19][cH:20][cH:21]1)[c:3]1[cH:4][cH:5][c:6]([CH2:9][CH2:10][C:11](=[O:12])[O:13][CH3:14])[cH:7][cH:8]1. Starting materials: C1(=CC=CC=C1)C1=C(OC=2C(C=CC2)=C1)CC(=O)O (3-Phenyl-7-benzofuranacetic acid), [H][H] (hydrogen). Reagents/catalysts: [Pd] (palladium on charcoal). The solvent is C(C)O (ethanol). Product: C1(=CC=CC=C1)C1C(OC=2C(C=CC2)=C1)CC(=O)O (2,3-dihydro-3-phenyl-7-benzofuranacetic acid). Reaction SMILES: [C:1]1([C:7]2[CH:15]=[C:11]3[CH:12]=[CH:13][CH:14]=[C:10]3[O:9][C:8]=2[CH2:16][C:17]([OH:19])=[O:18])[CH:6]=[CH:5][CH:4]=[CH:3][CH:2]=1.[H][H]>[Pd].C(O)C>[C:1]1([CH:7]2[CH:15]=[C:11]3[CH:12]=[CH:13][CH:14]=[C:10]3[O:9][CH:8]2[CH2:16][C:17]([OH:19])=[O:18])[CH:2]=[CH:3][CH:4]=[CH:5][CH:6]=1. Reported procedure: 3-Phenyl-7-benzofuranacetic acid (2.5 g., 0.01 mole) is reduced with hydrogen gas using palladium on charcoal as catalyst and ethanol as solvent in a Brown hydrogenator. After the absorption of hydrogen stops, the reaction mixture is filtered, then the filtrate is evaporated in vacuo to a white solid. Recrystallization from a benzene-hexane mixture gives white crystals of 2,3-dihydro-3-phenyl-7-benzofuranacetic acid, m.p. 110.5°-111.5° C.